Dataset: the Open Reaction Database (ORD), a public repository of structured organic reaction records. Task: describe an organic reaction: reactants, conditions, products, and yield Yields the product IC=1C=C(C(NC1C)=O)C#N (1,2-Dihydro-5-iodo-6-methyl-2-oxo-3-pyridinenitrile). As a reaction SMILES: [CH3:1][C:2]1[NH:7][C:6](=[O:8])[C:5]([C:9]#[N:10])=[CH:4][CH:3]=1.[I:11]N1C(=O)CCC1=O.FC(F)(F)C(O)=O>C(O)(=O)C>[I:11][C:3]1[CH:4]=[C:5]([C:9]#[N:10])[C:6](=[O:8])[NH:7][C:2]=1[CH3:1]. Reactants: CC1=CC=C(C(N1)=O)C#N (1,2-dihydro-6-methyl-2-oxo-3-pyridinecarbonitrile), IN1C(CCC1=O)=O (N-iodosuccinimide), FC(C(=O)O)(F)F (trifluoroacetic acid). Reported procedure: A mixture of 13.4 g (0.1 mole) of 1,2-dihydro-6-methyl-2-oxo-3-pyridinecarbonitrile, 22.5 g (0.1 mole) of N-iodosuccinimide and 5 mL of trifluoroacetic acid in 250 mL of acetic acid was heated to reflux under argon for 4 hrs. The reaction was cooled and filtered to remove the crystalline precipitated product which was washed with water and ether and air dried to give 22.3 g (86%) of the 5-iodopyridinone as dense, light yellow needles, mp 260-264. Solvent: C(C)(=O)O (acetic acid). Isolated yield 85.8%. Reactants: COc1ccc(N(C(=O)CN2C(=O)C(Cc3cc(C)nn3Cc3ccccc3)C(=O)N(c3ccccc3)c3ccccc32)C(C)C)cc1, CCO, O=CO. The product is COc1ccc(N(C(=O)CN2C(=O)C(Cc3cc(C)n[nH]3)C(=O)N(c3ccccc3)c3ccccc32)C(C)C)cc1. RXN SMILES: [CH2:1]([c:2]1[cH:3][cH:4][cH:5][cH:6][cH:7]1)[n:8]1[n:9][c:10]([CH3:48])[cH:11][c:12]1[CH2:13][CH:14]1[C:15](=[O:47])[N:16]([c:41]2[cH:42][cH:43][cH:44][cH:45][cH:46]2)[c:17]2[c:18]([cH:37][cH:38][cH:39][cH:40]2)[N:19]([CH2:22][C:23](=[O:24])[N:25]([c:26]2[cH:27][cH:28][c:29]([O:32][CH3:33])[cH:30][cH:31]2)[CH:34]([CH3:35])[CH3:36])[C:20]1=[O:21].[CH3:52][CH2:53][OH:54].[CH:49]([OH:50])=[O:51]>>[nH:8]1[n:9][c:10]([CH3:48])[cH:11][c:12]1[CH2:13][CH:14]1[C:15](=[O:47])[N:16]([c:41]2[cH:42][cH:43][cH:44][cH:45][cH:46]2)[c:17]2[c:18]([cH:37][cH:38][cH:39][cH:40]2)[N:19]([CH2:22][C:23](=[O:24])[N:25]([c:26]2[cH:27][cH:28][c:29]([O:32][CH3:33])[cH:30][cH:31]2)[CH:34]([CH3:35])[CH3:36])[C:20]1=[O:21]. Starting materials: O=C1NC=CC(=C1)C=O (2-oxo-1,2-dihydropyridine-4-carbaldehyde), ClC(C(=O)[O-])(F)F.[Na+] (sodium chlorodifluoroacetate), CN(C)C=O (DMF). Run in C(C)(=O)OCC (ethyl acetate), C(C)#N (acetonitrile). Run at temperature 100 celsius. The product is FC(OC=1C=C(C=O)C=CC1)F (3-(difluoromethoxy)benzaldehyde). Reaction SMILES: [O:1]=[C:2]1[CH:7]=[C:6]([CH:8]=[O:9])[CH:5]=[CH:4]N1.Cl[C:11]([F:16])([F:15])C([O-])=O.[Na+].[CH3:18]N(C=O)C>C(#N)C.C(OCC)(=O)C>[F:15][CH:11]([F:16])[O:1][C:2]1[CH:7]=[C:6]([CH:5]=[CH:4][CH:18]=1)[CH:8]=[O:9] |f:1.2|. Procedure: To a solution of 2-oxo-1,2-dihydropyridine-4-carbaldehyde (1.72 g, 11.3 mmol) in 25 mL of acetonitrile was added sodium chlorodifluoroacetate (0.925 g, 7.51 mmol). The reaction was heated to reflux under an atmosphere of nitrogen for 15 h, and then DMF (3 mL) was added. The mixture was heated to 100° C. for 3 d, cooled to rt, and diluted with ethyl acetate. The organic solution was washed with brine, dried over sodium sulfate, filtered, and concentrated in vacuo to provide 3-(difluoromethoxy)ben... Reactants: S1CSCSC1 (1,3,5-trithiane), FC1=CC=C(C(=O)C2=CC=C(C=C2)F)C=C1 (4,4'-difluorobenzophenone), ice water, [Li] (lithium). Run in O1CCCC1 (tetrahydrofuran), O1CCCC1 (tetrahydrofuran). Conditions: temperature -60 celsius, time 2 hour. The product is FC1=CC=C(C=C1)C(C1SCSCS1)(O)C1=CC=C(C=C1)F (2-{Bis(4-fluorophenyl)hydroxymethyl}-1,3,5-trithiane). Isolated yield 83.2%. Reaction SMILES: [S:1]1[CH2:6][S:5][CH2:4][S:3][CH2:2]1.[Li].[F:8][C:9]1[CH:23]=[CH:22][C:12]([C:13]([C:15]2[CH:20]=[CH:19][C:18]([F:21])=[CH:17][CH:16]=2)=[O:14])=[CH:11][CH:10]=1>O1CCCC1>[F:8][C:9]1[CH:23]=[CH:22][C:12]([C:13]([C:15]2[CH:20]=[CH:19][C:18]([F:21])=[CH:17][CH:16]=2)([OH:14])[CH:2]2[S:3][CH2:4][S:5][CH2:6][S:1]2)=[CH:11][CH:10]=1 |^1:6|. Procedure details: In 30 ml of anhydrous tetrahydrofuran was suspended 2.6 g of 1,3,5-trithiane, and 12 ml of 1.6M n-bytyl lithium was added dropwise under an argon atmosphere at a temperature of about -20° C. After completion of the dropwise addition, the resulting mixture was stirred for 2 hours. Next, the reaction mixture was cooled to about -60° C., and then a solution of 4.4 g of 4,4'-difluorobenzophenone dissolved in 100 ml of tetrahydrofuran was dropped thereinto. After completion of the dropping, the react...